From a dataset of the Open Reaction Database (ORD), a public repository of structured organic reaction records. describe an organic reaction: reactants, conditions, products, and yield The product is NC1=CC=C(C=C1)S(=O)(=O)N(C)C1=NC(=NC(=C1)NC)NC (4-amino-N-(2,6-bis-methylamino-pyrimidin-4-yl)-N-methyl-benzenesulfonamide). Reactants: NC1=CC=C(C=C1)S(=O)(=O)NC1=NC(=NC(=C1)NC)NC (4-amino-N-(2,6-bis-methylamino-pyrimidin-4-yl)-benzenesulfonamide), solution, [N+](=[N-])=C (diazomethane). Yield: 35.0%. RXN SMILES: [NH2:1][C:2]1[CH:7]=[CH:6][C:5]([S:8]([NH:11][C:12]2[CH:17]=[C:16]([NH:18][CH3:19])[N:15]=[C:14]([NH:20][CH3:21])[N:13]=2)(=[O:10])=[O:9])=[CH:4][CH:3]=1.[N+](=[CH2:24])=[N-]>CO.CN(C)C=O.C(OCC)C>[NH2:1][C:2]1[CH:7]=[CH:6][C:5]([S:8]([N:11]([C:12]2[CH:17]=[C:16]([NH:18][CH3:19])[N:15]=[C:14]([NH:20][CH3:21])[N:13]=2)[CH3:24])(=[O:10])=[O:9])=[CH:4][CH:3]=1. Reaction conditions: time 30 minute. Procedure details: 0.65 g (0.0021 mol) of 4-amino-N-(2,6-bis-methylamino-pyrimidin-4-yl)-benzenesulfonamide was dissolved in a mixture of 100 ml of methanol and 400 ml of dimethylformamide and treated with 60 ml of a solution of diazomethane in diethyl ether. The mixture was stirred at room temperature for 30 minutes. The solvent was distilled off and the residue was chromatographed over 50 g of SiO2 with 5% of methanol in methylene chloride as the eluent. There was obtained 0.24 g (35%) of 4-amino-N-(2,6-bis-meth... Run in CO (methanol), CN(C=O)C (dimethylformamide), C(C)OCC (diethyl ether). Starting materials: O.O.[Sn](Cl)Cl (tin(II) chloride dihydrate), FC1=CC(=C(C=C1)NC=1C=CC2=C(OCC3=C(C2=O)C=CC(=C3)[N+](=O)[O-])C1)[N+](=O)[O-] (3-(4-Fluoro-2-nitrophenylamino)-8-nitro-6H-dibenzo[b,e]oxepin-11-one). Solvent: C(C)O (ethanol). Product: NC1=C(C=CC(=C1)F)NC=1C=CC2=C(OCC3=C(C2=O)C=CC(=C3)[N+](=O)[O-])C1 (3-(2-Amino-4-fluorophenylamino)-8-nitro-6H-dibenzo[b,e]oxepin-11-one). RXN SMILES: O.O.[Sn](Cl)Cl.[F:6][C:7]1[CH:12]=[CH:11][C:10]([NH:13][C:14]2[CH:15]=[CH:16][C:17]3[C:23](=[O:24])[C:22]4[CH:25]=[CH:26][C:27]([N+:29]([O-:31])=[O:30])=[CH:28][C:21]=4[CH2:20][O:19][C:18]=3[CH:32]=2)=[C:9]([N+:33]([O-])=O)[CH:8]=1>C(O)C>[NH2:33][C:9]1[CH:8]=[C:7]([F:6])[CH:12]=[CH:11][C:10]=1[NH:13][C:14]1[CH:15]=[CH:16][C:17]2[C:23](=[O:24])[C:22]3[CH:25]=[CH:26][C:27]([N+:29]([O-:31])=[O:30])=[CH:28][C:21]=3[CH2:20][O:19][C:18]=2[CH:32]=1 |f:0.1.2|. Procedure: In accordance with general method Y, 0.60 g (2.66 mmol) of tin(II) chloride dihydrate is dissolved in 10 ml of ethanol, and 0.10 g (0.89 mmol) of (11) is added. Yield: 0.01 g (11.9%); The reactants are CC(=O)O, C1CCOC1, O=N[O-], [Na+], Cc1cccc(CC(=O)c2ccc3c(c2)OCO3)n1, O. The product is Cc1cccc(C(=NO)C(=O)c2ccc3c(c2)OCO3)n1. As a reaction SMILES: [C:24]([OH:25])(=[O:26])[CH3:27].[CH2:28]1[O:29][CH2:30][CH2:31][CH2:32]1.[N:1](=[O:2])[O-:3].[Na+:4].[O:5]1[CH2:6][O:7][c:8]2[c:9]1[cH:10][cH:11][c:12]([C:14]([CH2:15][c:16]1[n:17][c:18]([CH3:22])[cH:19][cH:20][cH:21]1)=[O:23])[cH:13]2.[OH2:33]>>[N:1]([OH:3])=[C:15]([C:14]([c:12]1[cH:11][cH:10][c:9]2[c:8]([cH:13]1)[O:7][CH2:6][O:5]2)=[O:23])[c:16]1[n:17][c:18]([CH3:22])[cH:19][cH:20][cH:21]1.